This data is from the Open Reaction Database (ORD), a public repository of structured organic reaction records. The task is: describe an organic reaction: reactants, conditions, products, and yield Reactants: OC1(CCC2(OCC(CO2)(C)C)CC1)CC=O ((9-hydroxy-3,3-dimethyl-1,5-dioxa-spiro[5.5]undec-9-yl)-acetaldehyde), COC1=CC=C(C=C1)[C@H](C)N ((S)-1-(4-methoxy-phenyl)-ethylamine), Intermediate 2. Product: COC1=CC=C(C=C1)[C@H](C)NCCC1(CCC2(OCC(CO2)(C)C)CC1)O (9-{2-[(S)-1-(4-Methoxy-phenyl)-ethylamino]-ethyl}-3,3-dimethyl-1,5-dioxa-spiro[5.5]undecan-9-ol). Yield: 45.0%. RXN SMILES: [OH:1][C:2]1([CH2:15][CH:16]=O)[CH2:14][CH2:13][C:5]2([O:10][CH2:9][C:8]([CH3:12])([CH3:11])[CH2:7][O:6]2)[CH2:4][CH2:3]1.[CH3:18][O:19][C:20]1[CH:25]=[CH:24][C:23]([C@@H:26]([NH2:28])[CH3:27])=[CH:22][CH:21]=1>>[CH3:18][O:19][C:20]1[CH:25]=[CH:24][C:23]([C@@H:26]([NH:28][CH2:16][CH2:15][C:2]2([OH:1])[CH2:14][CH2:13][C:5]3([O:6][CH2:7][C:8]([CH3:12])([CH3:11])[CH2:9][O:10]3)[CH2:4][CH2:3]2)[CH3:27])=[CH:22][CH:21]=1. Reported procedure: The title compound is prepared from (9-hydroxy-3,3-dimethyl-1,5-dioxa-spiro[5.5]undec-9-yl)-acetaldehyde and (S)-1-(4-methoxy-phenyl)-ethylamine following a procedure analogous to that described in Step 3 of Intermediate 2. Yield: 45% of theory; LC (method 1): tR=1.44 min; Mass spectrum (ESI+): m/z=378 [M+H]+. Starting materials: C=C1CC(c2nc3ccc(Br)cc3s2)C1, C1CCOC1, [O-][I+3]([O-])([O-])[O-], [Na+], O, O=[Os](=O)(=O)=O. Yields the product O=C1CC(c2nc3ccc(Br)cc3s2)C1. RXN SMILES: [Br:1][c:2]1[cH:3][c:4]2[c:5]([n:6][c:7]([CH:9]3[CH2:10][C:11](=[CH2:13])[CH2:12]3)[s:8]2)[cH:14][cH:15]1.[CH2:22]1[O:23][CH2:24][CH2:25][CH2:26]1.[I+3:16]([O-:17])([O-:18])([O-:19])[O-:20].[Na+:21].[OH2:27].[Os:28](=[O:29])(=[O:30])(=[O:31])=[O:32]>>[Br:1][c:2]1[cH:3][c:4]2[c:5]([n:6][c:7]([CH:9]3[CH2:10][C:11](=[O:17])[CH2:12]3)[s:8]2)[cH:14][cH:15]1. The reactants are N#N (N2), [O-]S(=O)[O-].[Na+].[Na+] (Na2SO3), BrBr (Bromine), C(C1=CC=CC=C1)(C1=CC=CC=C1)(C1=CC=CC=C1)N[C@H]1C=C[C@@H](C1)C(=O)O ((1R,4R)-4-(tritylamino)cyclopent-2-ene-1-carboxylic acid), resultant residue, [OH-].C(CCC)[N+](CCCC)(CCCC)CCCC (tetrabutylammonium hydroxide). The solvent is O (water), C(Cl)Cl (methylene chloride), C(Cl)Cl (methylene chloride), C(Cl)Cl (methylene chloride), CO (MeOH). Reaction conditions: time 30 minute. The product is Br[C@@H]1[C@@H](C[C@H]2C(O[C@@H]12)=O)NC(C1=CC=CC=C1)(C1=CC=CC=C1)C1=CC=CC=C1 ((1R,3R,4R,5R)-4-bromo-3-(tritylamino)-6-oxabicyclo[3.2.0]heptan-7-one). The yield is 66.8%. RXN SMILES: [C:1]([NH:20][C@@H:21]1[CH2:25][C@@H:24]([C:26]([OH:28])=[O:27])[CH:23]=[CH:22]1)([C:14]1[CH:19]=[CH:18][CH:17]=[CH:16][CH:15]=1)([C:8]1[CH:13]=[CH:12][CH:11]=[CH:10][CH:9]=1)[C:2]1[CH:7]=[CH:6][CH:5]=[CH:4][CH:3]=1.[OH-].C([N+](CCCC)(CCCC)CCCC)CCC.N#N.[Br:49]Br.[O-]S([O-])=O.[Na+].[Na+]>C(Cl)Cl.CO.O>[Br:49][C@H:22]1[C@H:23]2[C@H:24]([C:26](=[O:28])[O:27]2)[CH2:25][C@H:21]1[NH:20][C:1]([C:8]1[CH:13]=[CH:12][CH:11]=[CH:10][CH:9]=1)([C:14]1[CH:15]=[CH:16][CH:17]=[CH:18][CH:19]=1)[C:2]1[CH:3]=[CH:4][CH:5]=[CH:6][CH:7]=1 |f:1.2,5.6.7|. Reported procedure: To (1R,4R)-4-(tritylamino)cyclopent-2-ene-1-carboxylic acid (0.9 g, 0.0024360 mol) dissolved in methylene chloride (20 mL), was added 31% tetrabutylammonium hydroxide in MeOH (2.579 mL), and the mixture was stirred for 30 minutes at ambient temperature. The mixture was concentrated under reduced pressure. The resultant residue was then dissolved in methylene chloride (20 mL, 0.3 mol) and cooled to −70° C. under a blanket of N2. Bromine (251 uL, 0.00487 mol) in 5 ml of methylene chloride was then... The reactants are NC1=NNC=C1C(=O)C=1SC=CN1 ((3-amino-1H-pyrazol-4-yl)-2-thiazolyl-methanone), CN(C=CC(=O)C=1C=NC=CC1)C (3-dimethylamino-1-(3-pyridinyl)-2-propen-1-one). Yields the product N1=CC(=CC=C1)C1=CC=NC=2N1N=CC2C(=O)C=2SC=CN2 ([7-(3-Pyridinyl)pyrazolo[1,5-a]pyrimidin-3-yl]-2-thiazolyl-methanone). As a reaction SMILES: [NH2:1][C:2]1[C:6]([C:7]([C:9]2[S:10][CH:11]=[CH:12][N:13]=2)=[O:8])=[CH:5][NH:4][N:3]=1.CN(C)[CH:16]=[CH:17][C:18]([C:20]1[CH:21]=[N:22][CH:23]=[CH:24][CH:25]=1)=O>>[N:22]1[CH:23]=[CH:24][CH:25]=[C:20]([C:18]2[N:3]3[N:4]=[CH:5][C:6]([C:7]([C:9]4[S:10][CH:11]=[CH:12][N:13]=4)=[O:8])=[C:2]3[N:1]=[CH:16][CH:17]=2)[CH:21]=1. Procedure details: As described for Example 1, (3-amino-1H-pyrazol-4-yl)-2-thiazolyl-methanone was reacted with 3-dimethylamino-1-(3-pyridinyl)-2-propen-1-one to give the product as colorless crystals, mp 262°-264° C. Starting materials: ( a ), Cl.C(C)(C)(C)OC(CCN)=O (β-alanine tert-butyl ester hydrochloride), ClC1=NC2=CC=C(C(=C2C=C1)NC(CC1CCCCC1)=O)Cl (N-(2,6-dichloro-5-quinolinyl)-cyclohexaneacetamide), Example 1 ( a ). Yields the product ClC=1C(=C2C=CC(=NC2=CC1)NCCC(=O)OC(C)(C)C)NC(CC1CCCCC1)=O (N-[6-Chloro-5-[(cyclohexylacetyl)amino]-2-quinolinyl]-β-alanine, 1,1-dimethylethyl Ester). Yield: 28.4%. RXN SMILES: Cl[C:2]1[CH:11]=[CH:10][C:9]2[C:4](=[CH:5][CH:6]=[C:7]([Cl:22])[C:8]=2[NH:12][C:13](=[O:21])[CH2:14][CH:15]2[CH2:20][CH2:19][CH2:18][CH2:17][CH2:16]2)[N:3]=1.Cl.[C:24]([O:28][C:29](=[O:33])[CH2:30][CH2:31][NH2:32])([CH3:27])([CH3:26])[CH3:25]>>[Cl:22][C:7]1[C:8]([NH:12][C:13](=[O:21])[CH2:14][CH:15]2[CH2:20][CH2:19][CH2:18][CH2:17][CH2:16]2)=[C:9]2[C:4](=[CH:5][CH:6]=1)[N:3]=[C:2]([NH:32][CH2:31][CH2:30][C:29]([O:28][C:24]([CH3:27])([CH3:26])[CH3:25])=[O:33])[CH:11]=[CH:10]2 |f:1.2|. Reported procedure: Prepared according to the method of example 7 (a), using N-(2,6-dichloro-5-quinolinyl)-cyclohexaneacetamide (Example 1 (a)) (400 mg) and β-alanine tert-butyl ester hydrochloride (1.6 g) to afford the sub-title compound (150 mg). RXN SMILES: FC1C=CC(C#N)=CC=1.[C:10]([C:12]1[CH:17]=[CH:16][C:15]([N:18]2[CH2:22][CH2:21][N:20]([C:23]3[CH:28]=[CH:27][C:26]([CH2:29][CH2:30][C:31]([O:33][CH3:34])=[O:32])=[CH:25][CH:24]=3)S2(=O)=O)=[CH:14][CH:13]=1)#[N:11].[H-].[Na+].CN1CCC[C:41]1=[O:45]>[Cu]>[C:10]([C:12]1[CH:17]=[CH:16][C:15]([N:18]2[CH2:22][CH2:21][N:20]([CH:23]3[CH2:28][CH2:27][CH:26]([CH2:29][CH2:30][C:31]([O:33][CH3:34])=[O:32])[CH2:25][CH2:24]3)[C:41]2=[O:45])=[CH:14][CH:13]=1)#[N:11] |f:0.1,2.3|. The reagents and catalysts are [Cu] (copper). Reported procedure: 2-(4-cyano-phenyl)-5-[4-(2-methoxycarbonyl-ethyl)-phenyl]-3,4-dihydro-2H,5H-1,2,5-thiadiazole-1,1-dioxide 4-Fluoro-benzonitrile and sodium hydride in N-methyl-pyrrolidone were used without copper salts. Starting materials: FC1=CC=C(C#N)C=C1.C(#N)C1=CC=C(C=C1)N1S(N(CC1)C1=CC=C(C=C1)CCC(=O)OC)(=O)=O (2-(4-cyano-phenyl)-5-[4-(2-methoxycarbonyl-ethyl)-phenyl]-3,4-dihydro-2H,5H-1,2,5-thiadiazole-1,1-dioxide 4-Fluoro-benzonitrile), [H-].[Na+] (sodium hydride), CN1C(CCC1)=O (N-methyl-pyrrolidone). Product: C(#N)C1=CC=C(C=C1)N1C(N(CC1)C1CCC(CC1)CCC(=O)OC)=O (1-(4-Cyano-phenyl)-3-[4-(2-methoxycarbonyl-ethyl)-cyclohexyl]-imidazolidin-2-one). Reactants: CO, O=C=NC(=O)c1c(Cl)cccc1Cl, Nc1cc(-c2ccc(C(F)(F)F)cc2)on1, [N-]=C=O. Yields the product O=C(NC(=O)c1c(Cl)cccc1Cl)Nc1cc(-c2ccc(C(F)(F)F)cc2)on1. RXN SMILES: [CH3:33][OH:34].[Cl:17][c:18]1[c:19]([C:20](=[O:21])[N:22]=[C:23]=[O:24])[c:25]([Cl:29])[cH:26][cH:27][cH:28]1.[F:1][C:2]([c:3]1[cH:4][cH:5][c:6](-[c:9]2[cH:10][c:11]([NH2:14])[n:12][o:13]2)[cH:7][cH:8]1)([F:15])[F:16].[N-:30]=[C:31]=[O:32]>>[F:1][C:2]([c:3]1[cH:4][cH:5][c:6](-[c:9]2[cH:10][c:11]([NH:14][C:23]([NH:22][C:20]([c:19]3[c:18]([Cl:17])[cH:28][cH:27][cH:26][c:25]3[Cl:29])=[O:21])=[O:24])[n:12][o:13]2)[cH:7][cH:8]1)([F:15])[F:16]. Reactants: Cc1cc(Br)cnc1N1CCNC(C)C1, Fc1ccc(-c2cc(Cl)nc(Cl)n2)cc1, [K+], [K+], O=C([O-])[O-]. Product: Cc1cc(Br)cnc1N1CCN(c2cc(-c3ccc(F)cc3)nc(Cl)n2)C(C)C1. Reaction SMILES: [Br:16][c:17]1[cH:18][c:19]([CH3:30])[c:20]([N:23]2[CH2:24][CH:25]([CH3:29])[NH:26][CH2:27][CH2:28]2)[n:21][cH:22]1.[Cl:1][c:2]1[n:3][c:4](-[c:9]2[cH:10][cH:11][c:12]([F:15])[cH:13][cH:14]2)[cH:5][c:6]([Cl:8])[n:7]1.[K+:31].[K+:32].[O-:33][C:34]([O-:35])=[O:36]>>[Cl:1][c:2]1[n:3][c:4](-[c:9]2[cH:10][cH:11][c:12]([F:15])[cH:13][cH:14]2)[cH:5][c:6]([N:26]2[CH:25]([CH3:29])[CH2:24][N:23]([c:20]3[c:19]([CH3:30])[cH:18][c:17]([Br:16])[cH:22][n:21]3)[CH2:28][CH2:27]2)[n:7]1. Reactants: C1CCOC1, COC(=O)c1cccc([N+](=O)[O-])c1N, CO. Yields the product COC(=O)c1cccc(N)c1N. Reaction SMILES: [CH2:15]1[O:16][CH2:17][CH2:18][CH2:19]1.[CH3:1][O:2][C:3]([c:4]1[c:5]([NH2:13])[c:6]([N+:10]([O-:11])=[O:12])[cH:7][cH:8][cH:9]1)=[O:14].[CH3:20][OH:21]>>[CH3:1][O:2][C:3]([c:4]1[c:5]([NH2:13])[c:6]([NH2:10])[cH:7][cH:8][cH:9]1)=[O:14]. Reactants: CCn1c(-c2ccc(C)cc2)cc2cc([N+](=O)[O-])cnc21, CCOC(C)=O, CCO. Yields the product CCn1c(-c2ccc(C)cc2)cc2cc(N)cnc21. RXN SMILES: [CH2:1]([CH3:2])[n:3]1[c:4](-[c:15]2[cH:16][cH:17][c:18]([CH3:21])[cH:19][cH:20]2)[cH:5][c:6]2[c:7]1[n:8][cH:9][c:10]([N+:12]([O-:13])=[O:14])[cH:11]2.[CH3:22][CH2:23][O:24][C:25]([CH3:26])=[O:27].[CH3:28][CH2:29][OH:30]>>[CH2:1]([CH3:2])[n:3]1[c:4](-[c:15]2[cH:16][cH:17][c:18]([CH3:21])[cH:19][cH:20]2)[cH:5][c:6]2[c:7]1[n:8][cH:9][c:10]([NH2:12])[cH:11]2.